Dataset: the Open Reaction Database (ORD), a public repository of structured organic reaction records. Task: describe an organic reaction: reactants, conditions, products, and yield Reactants: CCS(=O)(=O)c1ccc(NC(=O)COc2c(C)cc(C(Nc3ccc4c(N(C(=O)OC(C)(C)C)C(=O)OC(C)(C)C)nccc4c3)C(=O)O)cc2C)cc1CNC(=O)OCc1ccccc1, CO. Yields the product CCS(=O)(=O)c1ccc(NC(=O)COc2c(C)cc(C(Nc3ccc4c(N(C(=O)OC(C)(C)C)C(=O)OC(C)(C)C)nccc4c3)C(=O)O)cc2C)cc1CN. RXN SMILES: [CH2:1]([O:2][C:3](=[O:4])[NH:11][CH2:12][c:13]1[cH:14][c:15]([NH:24][C:25]([CH2:26][O:27][c:28]2[c:29]([CH3:65])[cH:30][c:31]([CH:35]([C:36](=[O:37])[OH:38])[NH:39][c:40]3[cH:41][c:42]4[cH:43][cH:44][n:45][c:46]([N:50]([C:51](=[O:52])[O:53][C:54]([CH3:55])([CH3:56])[CH3:57])[C:58](=[O:59])[O:60][C:61]([CH3:62])([CH3:63])[CH3:64])[c:47]4[cH:48][cH:49]3)[cH:32][c:33]2[CH3:34])=[O:66])[cH:16][cH:17][c:18]1[S:19](=[O:20])(=[O:21])[CH2:22][CH3:23])[c:5]1[cH:6][cH:7][cH:8][cH:9][cH:10]1.[CH3:67][OH:68]>>[NH2:11][CH2:12][c:13]1[cH:14][c:15]([NH:24][C:25]([CH2:26][O:27][c:28]2[c:29]([CH3:65])[cH:30][c:31]([CH:35]([C:36](=[O:37])[OH:38])[NH:39][c:40]3[cH:41][c:42]4[cH:43][cH:44][n:45][c:46]([N:50]([C:51](=[O:52])[O:53][C:54]([CH3:55])([CH3:56])[CH3:57])[C:58](=[O:59])[O:60][C:61]([CH3:62])([CH3:63])[CH3:64])[c:47]4[cH:48][cH:49]3)[cH:32][c:33]2[CH3:34])=[O:66])[cH:16][cH:17][c:18]1[S:19](=[O:20])(=[O:21])[CH2:22][CH3:23]. Procedure: In a nitrogen atmosphere, 400 mL of tetrahydrofuran containing 31 mL of diisopropylamine was cooled in a dry ice/acetone bath, and 82.7 mL of 2.66 M n-butyllithium/hexane solution was added thereto, and 50 mL of tetrahydrofuran containing 34.4 g of 6-bromopicoline was dropwise added thereto at −70° C. or lower. After the addition, 29.4 mL of acetone was added thereto at −60° C. or lower. After stirred for 35 minutes, water was added to the reaction liquid, and the organic solvent was concentrate... Reactants: O1CCCC1 (tetrahydrofuran), C(C)(C)NC(C)C (diisopropylamine), O1CCCC1 (tetrahydrofuran), BrC1=CC=CC(=N1)C (6-bromopicoline), C(CCC)[Li].CCCCCC (n-butyllithium hexane). Yields the product BrC1=CC=CC(=N1)CC(C)(O)C (1-(6-bromopyridin-2-yl)-2-methylpropan-2-ol). Reaction conditions: time 35 minute. As a reaction SMILES: [O:1]1[CH2:5][CH2:4]CC1.[CH:6](NC(C)C)(C)C.C([Li])CCC.CCCCCC.[Br:24][C:25]1[N:30]=[C:29]([CH3:31])[CH:28]=[CH:27][CH:26]=1>O.CC(C)=O>[Br:24][C:25]1[N:30]=[C:29]([CH2:31][C:5]([CH3:4])([OH:1])[CH3:6])[CH:28]=[CH:27][CH:26]=1 |f:2.3|. Run in CC(=O)C (acetone), O (water).